describe an organic reaction: reactants, conditions, products, and yield From a dataset of the Open Reaction Database (ORD), a public repository of structured organic reaction records. Starting materials: CC(=O)Nc1ccc(C(=O)Cl)cc1, Cl, C1CCOC1, O, O=C(O)c1ccccc1S, c1ccncc1. Yields the product CC(=O)Nc1ccc(C(=O)Sc2ccccc2C(=O)O)cc1. As a reaction SMILES: [C:17]([CH3:18])(=[O:19])[NH:20][c:21]1[cH:22][cH:23][c:24]([C:25](=[O:26])[Cl:27])[cH:28][cH:29]1.[ClH:36].[O:30]1[CH2:31][CH2:32][CH2:33][CH2:34]1.[OH2:35].[OH:1][C:2](=[O:3])[c:4]1[cH:5][cH:6][cH:7][cH:8][c:9]1[SH:10].[cH:11]1[cH:12][cH:13][n:14][cH:15][cH:16]1>>[OH:1][C:2](=[O:3])[c:4]1[cH:5][cH:6][cH:7][cH:8][c:9]1[S:10][C:25]([c:24]1[cH:23][cH:22][c:21]([NH:20][C:17]([CH3:18])=[O:19])[cH:29][cH:28]1)=[O:26]. Starting materials: [Cl-].[Li+] (lithium chloride), [B] (boron), [Mg] (magnesium), S(=O)(=O)([O-])[O-] (sulfate), [OH-].[Ca+2].[OH-] (slaked lime). Solvent: [Cl-].[Na+].O (brine). Yields the product O.B([O-])([O-])[O-].[Ca+2].B([O-])([O-])[O-].[Ca+2].[Ca+2] (calcium borate hydrate). Reaction SMILES: [Cl-].[Li+].[B:3].[Mg].S([O-])([O-])(=O)=[O:6].[OH-:10].[Ca+2:11].[OH-:12]>[Cl-].[Na+].O>[OH2:6].[B:3]([O-:6])([O-:12])[O-:10].[Ca+2:11].[B:3]([O-:6])([O-:12])[O-:10].[Ca+2:11].[Ca+2:11] |f:0.1,5.6.7,8.9.10,11.12.13.14.15.16|. Reported procedure: A brine containing 0.77% lithium, in the form of lithium chloride, and 0.28% boron, as well as magnesium and sulfate impurities, was treated with a slurry of slaked lime to a pH of 11 to precipitate magnesium as magnesium hydroxide, and then treated with a sufficient amount of a 20% solution of calcium chloride to form calcium borate hydrate. At pH 11, only gypsum precipitated and the boron concentration of the brine, after separation of the precipitated material, was reduced to 0.15%B due to di... Starting materials: C([O-])(O)=O.[Na+] (sodium bicarbonate), B.C1CCOC1 (Borane THF), ClC1=NC(=CC(=C1)C(=O)O)C (2-chloro-6-methylpyridine-4-carboxylic acid), Cl (hydrochloric acid). Run in C1CCOC1 (THF). Conditions: time 30 minute. Yields the product ClC1=NC(=CC(=C1)CO)C ((2-chloro-6-methylpyridin-4-yl)methanol). Isolated yield 95.3%. RXN SMILES: B.C1COCC1.[Cl:7][C:8]1[CH:13]=[C:12]([C:14](O)=[O:15])[CH:11]=[C:10]([CH3:17])[N:9]=1.Cl.C(=O)(O)[O-].[Na+]>C1COCC1>[Cl:7][C:8]1[CH:13]=[C:12]([CH2:14][OH:15])[CH:11]=[C:10]([CH3:17])[N:9]=1 |f:0.1,4.5|. Reported procedure: Borane-THF complex (16.5 mL, 1.06 M solution in THF) was added to a solution of 2-chloro-6-methylpyridine-4-carboxylic acid (2 g) in THF (10 mL), and the mixture was heated under reflux for 12 hours. 5 M hydrochloric acid was added to the reaction mixture, and the mixture was stirred at room temperature for 30 minutes. The reaction mixture was neutralized by adding a saturated aqueous sodium bicarbonate solution, followed by extraction with ethyl acetate. The organic layer was concentrated under...